Task: describe an organic reaction: reactants, conditions, products, and yield. Dataset: the Open Reaction Database (ORD), a public repository of structured organic reaction records Reactants: C(C)(=O)O (acetic acid), FC(C(=O)O)(F)F (trifluoroacetic acid), FC1=C(C(=O)NC(=O)NC2=C(C=C(C=C2)S(=O)C(C(F)F)(F)F)F)C(=CC=C1)Cl (N-(2-fluoro-6-chlorobenzoyl)-N'-[2-fluoro-4-(1,1,2,2-tetrafluoroethylsulfinyl)phenyl]urea), OO (hydrogen peroxide). The solvent is O (water). Conditions: temperature 90 celsius. Yields the product FC1=C(C(=O)NC(=O)NC2=C(C=C(C=C2)S(=O)(=O)C(C(F)F)(F)F)F)C(=CC=C1)Cl (N-(2-fluoro-6-chlorobenzoyl)-N'-[2-fluoro-4-(1,1,2,2-tetrafluoroethylsulfonyl)phenyl]urea). As a reaction SMILES: C(O)(=[O:3])C.FC(F)(F)C(O)=O.[F:12][C:13]1[CH:39]=[CH:38][CH:37]=[C:36]([Cl:40])[C:14]=1[C:15]([NH:17][C:18]([NH:20][C:21]1[CH:26]=[CH:25][C:24]([S:27]([C:29]([F:34])([F:33])[CH:30]([F:32])[F:31])=[O:28])=[CH:23][C:22]=1[F:35])=[O:19])=[O:16].OO>O>[F:12][C:13]1[CH:39]=[CH:38][CH:37]=[C:36]([Cl:40])[C:14]=1[C:15]([NH:17][C:18]([NH:20][C:21]1[CH:26]=[CH:25][C:24]([S:27]([C:29]([F:33])([F:34])[CH:30]([F:31])[F:32])(=[O:3])=[O:28])=[CH:23][C:22]=1[F:35])=[O:19])=[O:16]. Procedure details: In a mixed solution consisting of 5 ml of acetic acid and 10 ml of trifluoroacetic acid was dissolved under heating 0.6 g of N-(2-fluoro-6-chlorobenzoyl)-N'-[2-fluoro-4-(1,1,2,2-tetrafluoroethylsulfinyl)phenyl]urea, and 1.5 ml of 30% hydrogen peroxide aqueous solution was added to the solution, followed by heating at 90° C. for 2 hours. The reaction mixture was diluted with water, and the crystals which separated out were recovered by filtration, and washed with water and ethanol successively to... Starting materials: C(CCCCCCCCCCCCCCC)(=O)O (palmitic acid), C(CCCCCCCC=CCCCCCCCC)=O (9-octadecenal), C(CCC)[Li].CCCCCC (butyl lithium hexane), Cl (hydrochloric acid), C(C)(C)NC(C)C (Diisopropyl amine). Solvent: O1CCCC1 (tetrahydrofuran), O1CCCC1 (tetrahydrofuran), O1CCCC1 (tetrahydrofuran). Reaction conditions: temperature -78 celsius, time 30 minute. Product: OC(C(C(=O)O)CCCCCCCCCCCCCC)CCCCCCCC=CCCCCCCCC (3-hydroxy-2-n-tetradecyl-11-icosenoic acid). The yield is 47.5%. Reaction SMILES: C(NC(C)C)(C)C.C([Li])CCC.CCCCCC.[C:19]([OH:36])(=[O:35])[CH2:20][CH2:21][CH2:22][CH2:23][CH2:24][CH2:25][CH2:26][CH2:27][CH2:28][CH2:29][CH2:30][CH2:31][CH2:32][CH2:33][CH3:34].[CH:37](=[O:55])[CH2:38][CH2:39][CH2:40][CH2:41][CH2:42][CH2:43][CH2:44][CH:45]=[CH:46][CH2:47][CH2:48][CH2:49][CH2:50][CH2:51][CH2:52][CH2:53][CH3:54].Cl>O1CCCC1>[OH:55][CH:37]([CH2:38][CH2:39][CH2:40][CH2:41][CH2:42][CH2:43][CH2:44][CH:45]=[CH:46][CH2:47][CH2:48][CH2:49][CH2:50][CH2:51][CH2:52][CH2:53][CH3:54])[CH:20]([CH2:21][CH2:22][CH2:23][CH2:24][CH2:25][CH2:26][CH2:27][CH2:28][CH2:29][CH2:30][CH2:31][CH2:32][CH2:33][CH3:34])[C:19]([OH:36])=[O:35] |f:1.2|. Reported procedure: Diisopropyl amine (5.04 ml, 36.02 millimole) and dry tetrahydrofuran (30 ml) were introduced into a reaction vessel sufficiently substituted by argon gas. The reaction mixture was cooled to -78° C., and then 1.6M butyl lithium/hexane solution (23.64 ml, 37.82 millimole) was added dropwise thereto. The cooling bath was removed and the solution was allowed to warm to 0° C. and stirred for 30 minutes at the same temperature. The lithium diisopropylamide/tetrahydrofuran solution was again cooled to ... Reactants: CC(=O)SCC(C)C(=O)N(CC(=O)O)CC1CCCO1, N. Yields the product CC(CS)C(=O)N(CC(=O)O)CC1CCCO1. As a reaction SMILES: [C:2](=[O:3])([CH3:4])[S:5][CH2:6][CH:7]([C:8](=[O:9])[N:10]([CH2:11][C:12](=[O:13])[OH:14])[CH2:15][CH:16]1[CH2:17][CH2:18][CH2:19][O:20]1)[CH3:21].[NH3:1]>>[SH:5][CH2:6][CH:7]([C:8](=[O:9])[N:10]([CH2:11][C:12](=[O:13])[OH:14])[CH2:15][CH:16]1[CH2:17][CH2:18][CH2:19][O:20]1)[CH3:21].